From a dataset of the Open Reaction Database (ORD), a public repository of structured organic reaction records. describe an organic reaction: reactants, conditions, products, and yield Starting materials: [BH4-].[Na+] (sodium borohydride), C([O-])(O)=O.[Na+] (sodium bicarbonate), Cl.CN(C)CC1CCC2=C(C(=NO2)C2=CC=CC=C2)C1=O (6,7-Dihydro-5-dimethylaminomethyl-3-phenyl-1,2-benzisoxazol-4(5H)-one hydrochloride), Cl (HCl). Run in CCOCC (ether), C(C)O (ethanol), Cl.CCOCC (HCl ether). Reaction conditions: time 1 hour. Yields the product Cl.CN(C)C[C@H]1CCC2=C(C(=NO2)C2=CC=CC=C2)[C@H]1O (cis-5-(Dimethylaminomethyl)-4-hydroxy-3-phenyl-4,5,6,7-tetrahydro-1,2-benzisoxazole hydrochloride). As a reaction SMILES: [ClH:1].[CH3:2][N:3]([CH2:5][CH:6]1[C:20](=[O:21])[C:10]2[C:11]([C:14]3[CH:19]=[CH:18][CH:17]=[CH:16][CH:15]=3)=[N:12][O:13][C:9]=2[CH2:8][CH2:7]1)[CH3:4].[BH4-].[Na+].Cl.C(=O)(O)[O-].[Na+]>C(O)C.Cl.CCOCC.CCOCC>[ClH:1].[CH3:4][N:3]([CH2:5][C@@H:6]1[C@H:20]([OH:21])[C:10]2[C:11]([C:14]3[CH:19]=[CH:18][CH:17]=[CH:16][CH:15]=3)=[N:12][O:13][C:9]=2[CH2:8][CH2:7]1)[CH3:2] |f:0.1,2.3,5.6,8.9,11.12|. Procedure details: 6,7-Dihydro-5-dimethylaminomethyl-3-phenyl-1,2-benzisoxazol-4(5H)-one hydrochloride (7.5 g) was dissolved in 100 ml ethanol and treated with 5.0 g sodium borohydride. After stirring for 1 hour the reaction mixture was distributed between 5% HCl and ether. The aqueous phase was then made basic with solid sodium bicarbonate and extracted with ether. Concentration under reduced pressure gave the product as a mixture of trans and cis isomers which was chromatographed by preparative high pressure liq... Reactants: O=C(OCC)C1=NC=CC=C1C(=O)OCC. The reagents and catalysts are O1B(OC(C)(C)C1(C)C)B2OC(C)(C)C(O2)(C)C, N=1C=CC(=CC1C=2N=CC=C(C2)C(C)(C)C)C(C)(C)C, C[OH2+].C[OH2+].C1CC=CCCC=C1.C1CC=CCCC=C1.[Ir].[Ir]. The solvent is O1CCCC1. Conditions: temperature 80 celsius, time 12 hour. The product is O=C(OCC)C1=NC=C(C=C1C(=O)OCC)B2OC(C)(C)C(O2)(C)C. Yield: 95.0%. Starting materials: N[C@H](CO)C1=CC=CC=C1 ((S)-2-amino-2-phenylethanol), C1(CC1)C(CCC(=O)O)=O (4-cyclopropyl-4-oxobutanoic acid). The solvent is C1(=CC=CC=C1)C (toluene), CCOC(=O)C (EtOAc). Yields the product C1(CC1)[C@]12OC[C@@H](N1C(CC2)=O)C2=CC=CC=C2 ((3S,7aS)-7a-cyclopropyl-3-phenyltetrahydropyrrolo[2,1-b]oxazol-5(6H)-one). The yield is 75.4%. Reaction SMILES: [NH2:1][C@@H:2]([C:5]1[CH:10]=[CH:9][CH:8]=[CH:7][CH:6]=1)[CH2:3][OH:4].[CH:11]1([C:14](=O)[CH2:15][CH2:16][C:17](O)=[O:18])[CH2:13][CH2:12]1>C1(C)C=CC=CC=1.CCOC(C)=O>[CH:11]1([C@@:14]23[CH2:15][CH2:16][C:17](=[O:18])[N:1]2[C@@H:2]([C:5]2[CH:10]=[CH:9][CH:8]=[CH:7][CH:6]=2)[CH2:3][O:4]3)[CH2:13][CH2:12]1. Reported procedure: A mixture of (S)-2-amino-2-phenylethanol (2.28 g, 16.6 mmol) and 4-cyclopropyl-4-oxobutanoic acid (1.97 g, 13.8 mmol) in toluene (35 mL) was heated at reflux for about 6 h. The reaction mixture was cooled to room temperature and diluted with EtOAc, washed with aqueous HCl (1.0 N), saturated NaHCO3, brine, dried over MgSO4, filtered and concentrated in vacuo. The residue was purified on a Biotage silica gel column eluting with heptane/EtOAc (3:2) to afford (3S,7aS)-7a-cyclopropyl-3-phenyltetrahyd...